From a dataset of the Open Reaction Database (ORD), a public repository of structured organic reaction records. describe an organic reaction: reactants, conditions, products, and yield Reactants: CNCCO (N-Methyl ethanolamine), NC1=C(C=CC(=N1)NCCNC1=CC(=C(C=C1)NC(CBr)=O)C1=C(C=C(C=C1)Cl)Cl)[N+](=O)[O-] (N-[4-({2-[(6-amino-5-nitro(2-pyridyl))amino]ethyl}amino)-2-(2,4-dichlorophenyl)phenyl]-2-bromoacetamide). Solvent: CC#N (CH3CN). Run at time 12 hour. Product: NC1=C(C=CC(=N1)NCCNC1=CC(=C(C=C1)NC(CN(C)CCO)=O)C1=C(C=C(C=C1)Cl)Cl)[N+](=O)[O-] (N-[4-({2-[(6-amino-5-nitro(2-pyridyl))amino]ethyl}amino)-2-(2,4-dichlorophenyl)phenyl]-2-[(2-hydroxyethyl)methylamino]acetamide). Yield: 21.0%. Reaction SMILES: [CH3:1][NH:2][CH2:3][CH2:4][OH:5].[NH2:6][C:7]1[N:12]=[C:11]([NH:13][CH2:14][CH2:15][NH:16][C:17]2[CH:22]=[CH:21][C:20]([NH:23][C:24](=[O:27])[CH2:25]Br)=[C:19]([C:28]3[CH:33]=[CH:32][C:31]([Cl:34])=[CH:30][C:29]=3[Cl:35])[CH:18]=2)[CH:10]=[CH:9][C:8]=1[N+:36]([O-:38])=[O:37]>CC#N>[NH2:6][C:7]1[N:12]=[C:11]([NH:13][CH2:14][CH2:15][NH:16][C:17]2[CH:22]=[CH:21][C:20]([NH:23][C:24](=[O:27])[CH2:25][N:2]([CH2:3][CH2:4][OH:5])[CH3:1])=[C:19]([C:28]3[CH:33]=[CH:32][C:31]([Cl:34])=[CH:30][C:29]=3[Cl:35])[CH:18]=2)[CH:10]=[CH:9][C:8]=1[N+:36]([O-:38])=[O:37]. Reported procedure: N-Methyl ethanolamine (2 eq) was added to a stirred solution N-[4-({2-[(6-amino-5-nitro(2-pyridyl))amino]ethyl}amino)-2-(2,4-dichlorophenyl)phenyl]-2-bromoacetamide (8.65 eq) in CH3CN at room temperature. The reaction was monitored by LC/MS and was determined to be complete after 12 hours. The reaction was concentrated and purified by silica column chromatography eluting with MeOH in CH2Cl2 (5:95, v/v). After collecting the purified fractions and concentrating, N-[4-({2-[(6-amino-5-nitro(2-pyrid... Reactants: Cc1ncccc1Oc1cc(Nc2nc(C3CCN(C(=O)OC(C)(C)C)CC3)cs2)ncc1Br, COc1cccc(S)c1, Cc1ccccc1, [K+], [K+], [K+], O=C(C=Cc1ccccc1)C=Cc1ccccc1, O=C(C=Cc1ccccc1)C=Cc1ccccc1, O=C(C=Cc1ccccc1)C=Cc1ccccc1, O=P([O-])([O-])[O-], [Pd], [Pd]. The product is COc1cccc(Sc2cnc(Nc3nc(C4CCN(C(=O)OC(C)(C)C)CC4)cs3)cc2Oc2cccnc2C)c1. As a reaction SMILES: [Br:1][c:2]1[c:3]([O:27][c:28]2[c:29]([CH3:34])[n:30][cH:31][cH:32][cH:33]2)[cH:4][c:5]([NH:8][c:9]2[s:10][cH:11][c:12]([CH:14]3[CH2:15][CH2:16][N:17]([C:20](=[O:21])[O:22][C:23]([CH3:24])([CH3:25])[CH3:26])[CH2:18][CH2:19]3)[n:13]2)[n:6][cH:7]1.[CH3:43][O:44][c:45]1[cH:46][c:47]([SH:51])[cH:48][cH:49][cH:50]1.[CH3:52][c:53]1[cH:54][cH:55][cH:56][cH:57][cH:58]1.[K+:40].[K+:41].[K+:42].[O:61]=[C:62]([CH:63]=[CH:64][c:65]1[cH:66][cH:67][cH:68][cH:69][cH:70]1)[CH:71]=[CH:72][c:73]1[cH:74][cH:75][cH:76][cH:77][cH:78]1.[O:79]=[C:80]([CH:81]=[CH:82][c:83]1[cH:84][cH:85][cH:86][cH:87][cH:88]1)[CH:89]=[CH:90][c:91]1[cH:92][cH:93][cH:94][cH:95][cH:96]1.[O:97]=[C:98]([CH:99]=[CH:100][c:101]1[cH:102][cH:103][cH:104][cH:105][cH:106]1)[CH:107]=[CH:108][c:109]1[cH:110][cH:111][cH:112][cH:113][cH:114]1.[P:35]([O-:36])([O-:37])([O-:38])=[O:39].[Pd:59].[Pd:60]>>[c:2]1([S:51][c:47]2[cH:46][c:45]([O:44][CH3:43])[cH:50][cH:49][cH:48]2)[c:3]([O:27][c:28]2[c:29]([CH3:34])[n:30][cH:31][cH:32][cH:33]2)[cH:4][c:5]([NH:8][c:9]2[s:10][cH:11][c:12]([CH:14]3[CH2:15][CH2:16][N:17]([C:20](=[O:21])[O:22][C:23]([CH3:24])([CH3:25])[CH3:26])[CH2:18][CH2:19]3)[n:13]2)[n:6][cH:7]1. Reactants: O=C(O)c1cc(Br)ccc1O, Nc1nnc(C(F)(F)F)s1. The product is O=C(Nc1nnc(C(F)(F)F)s1)c1cc(Br)ccc1O. Reaction SMILES: [Br:1][c:2]1[cH:3][cH:4][c:5]([OH:11])[c:6]([C:7](=[O:8])[OH:9])[cH:10]1.[NH2:12][c:13]1[s:14][c:15]([C:18]([F:19])([F:20])[F:21])[n:16][n:17]1>>[Br:1][c:2]1[cH:3][cH:4][c:5]([OH:11])[c:6]([C:7](=[O:9])[NH:12][c:13]2[s:14][c:15]([C:18]([F:19])([F:20])[F:21])[n:16][n:17]2)[cH:10]1. The reactants are NC=1C=C(C(=O)O)C=CC1OC (3-Amino-4-methoxybenzoic acid), C([O-])([O-])=O.[K+].[K+] (potassium carbonate), C(CCCC)Br (pentyl bromide). Solvent: CN(C)C=O (DMF). Reaction conditions: temperature 100 celsius, time 10.5 hour. The product is COC1=C(C=C(C(=O)OCCCCC)C=C1)NCCCCC (pentyl 4-methoxy-3-pentylaminobenzoate). Yield: 133.1%. Reaction SMILES: [NH2:1][C:2]1[CH:3]=[C:4]([CH:8]=[CH:9][C:10]=1[O:11][CH3:12])[C:5]([OH:7])=[O:6].C(=O)([O-])[O-].[K+].[K+].[CH2:19](Br)[CH2:20][CH2:21][CH2:22][CH3:23]>CN(C=O)C>[CH3:12][O:11][C:10]1[CH:9]=[CH:8][C:4]([C:5]([O:7][CH2:19][CH2:20][CH2:21][CH2:22][CH3:23])=[O:6])=[CH:3][C:2]=1[NH:1][CH2:9][CH2:10][CH2:2][CH2:3][CH3:4] |f:1.2.3|. Reported procedure: 3-Amino-4-methoxybenzoic acid (1.53 g, 6.45 mmol), DMF (15 ml), potassium carbonate (2.07 g, 15 mmol) and pentyl bromide (1.86 ml, 15 mmol) were mixed, and the solution was stirred at 100° C. for 10.5 hours. The reaction mixture was filtered to remove the inorganic salt, and DMF was evaporated under reduced pressure. The obtained residue was purified by column chromatography on silica gel (hexane/ethyl acetate=10/1) to give pentyl 4-methoxy-3-pentylaminobenzoate (1.32 g, 67%) and pentyl 3-dimeth... Starting materials: ClC1=CC=2N(C=C1)C(=CN2)C=2C=C(C=CC2)NC(=O)NCC(F)(F)F (1-(3-(7-chloroimidazo[1,2-a]pyridin-3-yl)phenyl)-3-(2,2,2-trifluoroethyl)urea), CC1(OB(OC1(C)C)C1=C(N)C=CC=C1)C (2-(4,4,5,5-tetramethyl-1,3,2-dioxaborolan-2-yl)aniline), C([O-])([O-])=O.[Cs+].[Cs+] (cesium carbonate). The reagents and catalysts are CC(C)([P](C(C)(C)C)([Pd][P](C(C)(C)C)(C(C)(C)C)C(C)(C)C)C(C)(C)C)C (Pd(PtBu3)2). Run in C1CCOC1.O (THF H2O). Run at temperature 125 celsius. Product: NC1=C(C=CC=C1)C1=CC=2N(C=C1)C(=CN2)C=2C=C(C=CC2)NC(=O)NCC(F)(F)F (1-(3-(7-(2-aminophenyl)imidazo[1,2-a]pyridin-3-yl)phenyl)-3-(2,2,2-trifluoroethyl)urea). Isolated yield 90.4%. Reaction SMILES: Cl[C:2]1[CH:7]=[CH:6][N:5]2[C:8]([C:11]3[CH:12]=[C:13]([NH:17][C:18]([NH:20][CH2:21][C:22]([F:25])([F:24])[F:23])=[O:19])[CH:14]=[CH:15][CH:16]=3)=[CH:9][N:10]=[C:4]2[CH:3]=1.CC1(C)C(C)(C)OB([C:34]2[CH:40]=[CH:39][CH:38]=[CH:37][C:35]=2[NH2:36])O1.C(=O)([O-])[O-].[Cs+].[Cs+]>C1COCC1.O.CC(C)([P](C(C)(C)C)([Pd][P](C(C)(C)C)(C(C)(C)C)C(C)(C)C)C(C)(C)C)C>[NH2:36][C:35]1[CH:37]=[CH:38][CH:39]=[CH:40][C:34]=1[C:2]1[CH:7]=[CH:6][N:5]2[C:8]([C:11]3[CH:12]=[C:13]([NH:17][C:18]([NH:20][CH2:21][C:22]([F:25])([F:24])[F:23])=[O:19])[CH:14]=[CH:15][CH:16]=3)=[CH:9][N:10]=[C:4]2[CH:3]=1 |f:2.3.4,5.6,^1:56,62|. Procedure: To a mixture of 1-(3-(7-chloroimidazo[1,2-a]pyridin-3-yl)phenyl)-3-(2,2,2-trifluoroethyl)urea (20 mg, 0.052 mmol), 2-(4,4,5,5-tetramethyl-1,3,2-dioxaborolan-2-yl)aniline (15 mg, 0.066 mmol) and cesium carbonate (51 mg, 0.156 mmol) in THF/H2O mixture (2/1, 0.75 ml) was added Pd(PtBu3)2 (3 mg, 0.005 mmol). The vial was degassed for 5 minutes then capped and heated to 125° C. for 20 minutes in a microwave. After cooling to ambient temperature, the reaction mixture was filtered through a celite pad ...